The task is: describe an organic reaction: reactants, conditions, products, and yield. This data is from the Open Reaction Database (ORD), a public repository of structured organic reaction records. Starting materials: Clc1cc2nc(Br)[nH]c2cc1Cl, CC(=O)OC1OC(C)C(OC(C)=O)C1OC(C)=O, O=C([O-])O, CC#N, ClCCl, [Na+], C[Si](C)(C)OS(=O)(=O)C(F)(F)F. Yields the product CC(=O)OC1C(C)OC(n2c(Br)nc3cc(Cl)c(Cl)cc32)C1OC(C)=O. Reaction SMILES: [Br:1][c:2]1[n:3][c:4]2[c:5]([nH:6]1)[cH:7][c:8]([Cl:12])[c:9]([Cl:11])[cH:10]2.[C:25]([O:26][CH:29]1[CH:30]([O:31][C:32]([CH3:33])=[O:34])[CH:35]([O:36][C:37]([CH3:38])=[O:39])[CH:40]([CH3:42])[O:41]1)(=[O:27])[CH3:28].[C:43](=[O:44])([OH:45])[O-:46].[CH3:48][C:49]#[N:50].[Cl:51][CH2:52][Cl:53].[Na+:47].[S:13]([O:14][Si:15]([CH3:16])([CH3:17])[CH3:18])([C:19]([F:20])([F:21])[F:22])(=[O:23])=[O:24]>>[Br:1][c:2]1[n:3]([CH:29]2[CH:30]([O:31][C:32]([CH3:33])=[O:34])[CH:35]([O:36][C:37]([CH3:38])=[O:39])[CH:40]([CH3:42])[O:41]2)[c:4]2[c:5]([n:6]1)[cH:7][c:8]([Cl:12])[c:9]([Cl:11])[cH:10]2. Starting materials: CC(=O)[O-], Cc1ccc(C2CC(=O)CC(=O)C2)s1, CCO, [NH4+]. Yields the product Cc1ccc(C2CC(=O)C=C(N)C2)s1. As a reaction SMILES: [CH3:16][C:17](=[O:18])[O-:19].[CH3:1][c:2]1[cH:3][cH:4][c:5]([CH:7]2[CH2:8][C:9](=[O:14])[CH2:10][C:11](=[O:13])[CH2:12]2)[s:6]1.[CH3:20][CH2:21][OH:22].[NH4+:15]>>[CH3:1][c:2]1[cH:3][cH:4][c:5]([CH:7]2[CH2:8][C:9](=[O:14])[CH:10]=[C:11]([NH2:15])[CH2:12]2)[s:6]1. The reactants are [OH-].[Na+] (sodium hydroxide), Cl (hydrochloric acid), Cl.C(CCCCCCCCC)SCCN (2-(decylthio)ethanamine hydrochloride). Conditions: temperature 100 celsius, time 30 minute. Product: C(CCCCCCCCC)SCCN (2-(decylthio)ethanamine). Reaction SMILES: [OH-].[Na+].Cl.Cl.[CH2:5]([S:15][CH2:16][CH2:17][NH2:18])[CH2:6][CH2:7][CH2:8][CH2:9][CH2:10][CH2:11][CH2:12][CH2:13][CH3:14]>>[CH2:5]([S:15][CH2:16][CH2:17][NH2:18])[CH2:6][CH2:7][CH2:8][CH2:9][CH2:10][CH2:11][CH2:12][CH2:13][CH3:14] |f:0.1,3.4|. Reported procedure: After the hydrolysis in the above step is complete, the reactor is cooled to about 100° C. and approximately 2.0 equivalents of sodium hydroxide (217 lbs of 50 weight percent solution), based upon the hydrochloric acid added in the production of 2-(decylthio)ethanamine hydrochloride, are introduced with stirring in approximately 30 minutes. The reaction mixture is allowed to settle until phase separation is complete (approximately 30 minutes) and the 2-(decylthio)ethanamine is decanted off. The ... The reactants are solution, FC(C(CO)C1=CC=C(C=C1)CC(C)C)(S(=O)(=O)C1=CC=CC=C1)S(=O)(=O)C1=CC=CC=C1 (3-fluoro-2-(4-isobutylphenyl)-3,3-bis(phenylsulfonyl)propan-1-ol), solution, [Mg] (magnesium ribbon), O (water). Reagents/catalysts: C(Br)Br (CH2Br2), C[Si](C)(C)Cl (TMSCl). Run in CO (MeOH), CO (MeOH). Run at temperature 0 celsius, time 2 hour. Yields the product FCC(CO)C1=CC=C(C=C1)CC(C)C (3-fluoro-2-(4-isobutylphenyl)propan-1-ol). Isolated yield 87.6%. As a reaction SMILES: [Mg].[F:2][C:3](S(C1C=CC=CC=1)(=O)=O)(S(C1C=CC=CC=1)(=O)=O)[CH:4]([C:7]1[CH:12]=[CH:11][C:10]([CH2:13][CH:14]([CH3:16])[CH3:15])=[CH:9][CH:8]=1)[CH2:5][OH:6].O>C(Br)Br.C[Si](Cl)(C)C.CO>[F:2][CH2:3][CH:4]([C:7]1[CH:8]=[CH:9][C:10]([CH2:13][CH:14]([CH3:16])[CH3:15])=[CH:11][CH:12]=1)[CH2:5][OH:6]. Reported procedure: One drop of CH2Br2 and then 1 drop of TMSCl were charged into a 5 mL solution of magnesium ribbon (707 mg, 29.1 mmol, 45.0 eq) in MeOH. The solution was cooled to 0° C., and then a 5 mL solution of 3-fluoro-2-(4-isobutylphenyl)-3,3-bis(phenylsulfonyl)propan-1-ol (317 mg, 0.646 mmol, 1.0 eq) in MeOH was added dropwise thereto. The solution was stirred for 2 hours at 0° C., and then water was charged thereto to stop the reaction. The aqueous solution was acidified using 1 M HCR. The aqueous layer ... Reaction SMILES: [B:1]([Br:2])([Br:3])[Br:4].[CH3:5][O:6][c:7]1[cH:8][cH:9][c:10](-[c:13]2[n:14][cH:15][n:16]([CH3:28])[c:17]2-[c:18]2[cH:19][c:20]3[c:21]([n:22][cH:23][n:24][c:25]3[NH2:26])[s:27]2)[cH:11][cH:12]1.[Cl:29][CH2:30][Cl:31]>>[OH:6][c:7]1[cH:8][cH:9][c:10](-[c:13]2[n:14][cH:15][n:16]([CH3:28])[c:17]2-[c:18]2[cH:19][c:20]3[c:21]([n:22][cH:23][n:24][c:25]3[NH2:26])[s:27]2)[cH:11][cH:12]1. The product is Cn1cnc(-c2ccc(O)cc2)c1-c1cc2c(N)ncnc2s1. Starting materials: BrB(Br)Br, COc1ccc(-c2ncn(C)c2-c2cc3c(N)ncnc3s2)cc1, ClCCl. The reactants are Cl (hydrochloric acid), [OH-].[Na+] (sodium hydroxide), C(C)#N (acetonitrile), BrC1(C(NNC1=O)C(C)(C)C)Br (dibromo-3-t-butyl-5-pyrazolidone). Solvent: O (water). Conditions: temperature 5 celsius. Yields the product CC(C#CC(=O)O)(C)C (4,4-Dimethyl-2-pentynoic acid). Reaction SMILES: [OH-:1].[Na+].Br[C:4]1(Br)[C:8](=[O:9])NN[CH:5]1[C:10]([CH3:13])([CH3:12])[CH3:11].C(#N)C.Cl>O>[CH3:11][C:10]([CH3:13])([CH3:12])[C:5]#[C:4][C:8]([OH:1])=[O:9] |f:0.1|. Procedure: 552 g of sodium hydroxide was dissolved in 3.0 liters of water and ice was added thereto to adjust the temperature to 5° C. or lower. Next, while stirring, dibromo-3-t-butyl-5-pyrazolidone was added thereto little by little while maintaining the temperature at 5° C. or lower. If the temperature would rise, ice was added, and acetonitrile was added in order to prevent foaming. After the completion of the reaction, 6 N hydrochloric acid was added to make the reaction solution acidic, and then the ...